This data is from the Open Reaction Database (ORD), a public repository of structured organic reaction records. The task is: describe an organic reaction: reactants, conditions, products, and yield The product is C1CCC2N3CCC4=C(C3CC(C21)=O)C=CC=C4 (1,2,3,3a,5,6,10b,11,12,12 a-decahydrobenzo[a]cyclopenta[f]quinolizin-12-one). RXN SMILES: Cl.[CH:2]1[C:11]2[C:6](=[CH:7][CH:8]=[CH:9][CH:10]=2)[CH2:5][CH2:4][N:3]=1.[CH3:12][C:13]([C:15]1[CH2:19][CH2:18][CH2:17][CH:16]=1)=[O:14]>C(O)C>[CH2:16]1[CH:15]2[CH:19]([N:3]3[CH:2]([CH2:12][C:13]2=[O:14])[C:11]2[CH:10]=[CH:9][CH:8]=[CH:7][C:6]=2[CH2:5][CH2:4]3)[CH2:18][CH2:17]1 |f:0.1|. Solvent: C(C)O (ethanol). Reactants: Cl.C1=NCCC2=CC=CC=C12 (3,4-dihydroisoquinoline hydrochloride), CC(=O)C1=CCCC1 (1-cyclopenten-1-yl methyl ketone). Procedure details: A mixture of 16.7 g (0.1 mole) of 3,4-dihydroisoquinoline hydrochloride and 27.0 g (0.02 mole) of 1-cyclopenten-1-yl methyl ketone in 22 ml of ethanol is refluxed overnight then evaporated to dryness. The remaining solid is dissolved in water and washed with ether. The aqueous layer is made basic with concentrated ammonium hydroxide solution with stirring. Upon the formation of an oil, ice is added to the mixture after which a solid is formed. The solid material is washed with water, dried overn... Yield: 93.0%. Reaction SMILES: [CH2:1]([O:8][C:9]([NH:11][CH:12]1[N:18]=[C:17]([C:19]2[CH:24]=[CH:23][CH:22]=[CH:21][CH:20]=2)[C:16]2[CH:25]=[C:26]([Cl:29])[CH:27]=[CH:28][C:15]=2[NH:14][C:13]1=[O:30])=[O:10])[C:2]1[CH:7]=[CH:6][CH:5]=[CH:4][CH:3]=1.N1C2C=CC=CC=2C=CC=N1.[H-].[Na+].Br[CH2:45][C:46](=[O:51])[C:47]([CH3:50])([CH3:49])[CH3:48]>>[CH2:1]([O:8][C:9]([NH:11][CH:12]1[N:18]=[C:17]([C:19]2[CH:24]=[CH:23][CH:22]=[CH:21][CH:20]=2)[C:16]2[CH:25]=[C:26]([Cl:29])[CH:27]=[CH:28][C:15]=2[N:14]([CH2:45][C:46]([C:47]([CH3:50])([CH3:49])[CH3:48])=[O:51])[C:13]1=[O:30])=[O:10])[C:2]1[CH:7]=[CH:6][CH:5]=[CH:4][CH:3]=1 |f:2.3|. Reported procedure: This was prepared from (3RS)-3-benzyloxycarbonylamino-7-chloro-2,3-dihydro-5-phenyl-1H-1,4-benzodiazepin-2-one (640 mg, 1.46 mmol, prepared by analogy with the Bock benzodiazepine), sodium hydride (62 mg of an 80% dispersion in oil, 2.04 mmol) and 1-bromopinacolone (537 mg, 3 mmol) following the method of Example 1B. The crude product was purified by flash chromatography on silica gel (eluant EtOAc:hexane fr 30:70 v/v) to afford the title compound (700 mg, 93%). Starting materials: N1N=CC=CC2=C1C=CC=C2 (benzodiazepine), [H-].[Na+] (sodium hydride), BrCC(C(C)(C)C)=O (1-bromopinacolone), C(C1=CC=CC=C1)OC(=O)NC1C(NC2=C(C(=N1)C1=CC=CC=C1)C=C(C=C2)Cl)=O ((3RS)-3-benzyloxycarbonylamino-7-chloro-2,3-dihydro-5-phenyl-1H-1,4-benzodiazepin-2-one). The product is C(C1=CC=CC=C1)OC(=O)NC1C(N(C2=C(C(=N1)C1=CC=CC=C1)C=C(C=C2)Cl)CC(=O)C(C)(C)C)=O ((3RS)-3-Benzyloxycarbonylamino-1-tert-butylcarbonylmethyl-7-chloro-2,3-dihydro-5-phenyl-1H-1,4-benzodiazepin-2-one). Reactants: OC(CN(CCCN)CC(CO)O)CO (N,N-di-(2,3-dihydroxypropyl)trimethylenediamine), OC(CN(CCCN(CCCN)CC(CO)O)CC(CO)O)CO (1,1,5-tri-(2,3-dihydroxypropyl)-1,5,9-triazanonane), N-[1,5-di-(bicyclo[2.2.2]oct-2-yl)-3-pentyl]-N'-di-(2,3-dihydroxypropyl)trimethylenediamine, C12C(CC(CC1)CC2)CCC(CCC2C1CCC(C2)CC1)NCCCN(CCCN(CC(CO)O)CC(CO)O)CC(CO)O (1-[1,5-di-(bicyclo[2.2.2]oct-2-yl)-3-pentyl]-5-(2,3-dihydroxypropyl)-9,9-di-(2,3-dihydroxypropyl)-1,5,9-triazanonane). The product is C12C(CC(CC1)CC2)CCC(CCC2C1CCC(C2)CC1)NCCCN(CCCN)CC(CO)O (1-[1,5-Di-(bicyclo[2.2.2]oct-2-yl)-3-pentyl]-5-(2,3-dihydroxypropyl)-1,5,9-triazanonane). Reaction SMILES: OC(CO)CN(CC(O)CO)CCCN.OC(CO)CN(CC(O)CO)CCCN(CC(O)CO)CCCN.[CH:40]12[CH2:47][CH2:46][CH:43]([CH2:44][CH2:45]1)[CH2:42][CH:41]2[CH2:48][CH2:49][CH:50]([NH:61][CH2:62][CH2:63][CH2:64][N:65]([CH2:80][CH:81]([OH:84])[CH2:82][OH:83])[CH2:66][CH2:67][CH2:68][N:69](CC(O)CO)CC(O)CO)[CH2:51][CH2:52][CH:53]1[CH2:58][CH:57]2[CH2:59][CH2:60][CH:54]1[CH2:55][CH2:56]2>>[CH:54]12[CH2:60][CH2:59][CH:57]([CH2:56][CH2:55]1)[CH2:58][CH:53]2[CH2:52][CH2:51][CH:50]([NH:61][CH2:62][CH2:63][CH2:64][N:65]([CH2:80][CH:81]([OH:84])[CH2:82][OH:83])[CH2:66][CH2:67][CH2:68][NH2:69])[CH2:49][CH2:48][CH:41]1[CH2:42][CH:43]2[CH2:46][CH2:47][CH:40]1[CH2:45][CH2:44]2. Procedure details: In a like manner and using analogous quantities, but employing N,N-di-(2,3-dihydroxypropyl)trimethylenediamine and 1,1,5-tri-(2,3-dihydroxypropyl)-1,5,9-triazanonane instead of 3,3'-(2,3-dihydroxypropylimino)bispropylamine there are prepared respectively N-[1,5-di-(bicyclo[2.2.2]oct-2-yl)-3-pentyl]-N'-di-(2,3-dihydroxypropyl)trimethylenediamine, and 1-[1,5-di-(bicyclo[2.2.2]oct-2-yl)-3-pentyl]-5-(2,3-dihydroxypropyl)-9,9-di-(2,3-dihydroxypropyl)-1,5,9-triazanonane. Starting materials: [I-].[Na+] (sodium iodide), CNC (dimethylamine), O1CCCC1 (tetrahydrofuran), ClCCCCN1CCOC=2C1=CC=1C(=C(C=NC1C2)C#N)NC2=CC(=C(C=C2)F)Cl (1-(4-chlorobutyl)-9-(3-chloro-4-fluoroanilino)-2,3-dihydro-1H-[1,4]oxazino[3,2-g]quinoline-8-carbonitrile), C([O-])(O)=O.[Na+] (sodium bicarbonate). Reagents/catalysts: [I-].C(CCC)[N+](CCCC)(CCCC)CCCC (tetrabutyl ammonium iodide). Run in CN(C=O)C (N,N-dimethylformamide), C(C)(=O)OCC (ethyl acetate). Reaction conditions: temperature 45 celsius. Yields the product ClC=1C=C(NC2=C(C=NC=3C=C4C(=CC23)N(CCO4)CCCCN(C)C)C#N)C=CC1F (9-(3-Chloro-4-fluoroanilino)-1-[4-(dimethylamino)butyl]-2,3-dihydro-1H-[1,4]oxazino[3,2-g]quinoline-8-carbonitrile). The yield is 58.0%. Reaction SMILES: Cl[CH2:2][CH2:3][CH2:4][CH2:5][N:6]1[C:11]2=[CH:12][C:13]3[C:14]([NH:22][C:23]4[CH:28]=[CH:27][C:26]([F:29])=[C:25]([Cl:30])[CH:24]=4)=[C:15]([C:20]#[N:21])[CH:16]=[N:17][C:18]=3[CH:19]=[C:10]2[O:9][CH2:8][CH2:7]1.[I-].[Na+].[CH3:33][NH:34][CH3:35].O1CCCC1.C(=O)(O)[O-].[Na+]>CN(C)C=O.[I-].C([N+](CCCC)(CCCC)CCCC)CCC.C(OCC)(=O)C>[Cl:30][C:25]1[CH:24]=[C:23]([CH:28]=[CH:27][C:26]=1[F:29])[NH:22][C:14]1[C:13]2[CH:12]=[C:11]3[N:6]([CH2:5][CH2:4][CH2:3][CH2:2][N:34]([CH3:35])[CH3:33])[CH2:7][CH2:8][O:9][C:10]3=[CH:19][C:18]=2[N:17]=[CH:16][C:15]=1[C:20]#[N:21] |f:1.2,5.6,8.9|. Reported procedure: An amount of 1-(4-chlorobutyl)-9-(3-chloro-4-fluoroanilino)-2,3-dihydro-1H-[1,4]oxazino[3,2-g]quinoline-8-carbonitrile (150 mg, 0.34 mmol) was stirred in N,N-dimethylformamide (1.5 ml), and to this were added sodium iodide (76 mg, 0.51 mmol), tetrabutyl ammonium iodide (25.9 mg, 0.07 mmol), and dimethylamine in tetrahydrofuran (2M) (5.4 mL, 10.8 mmol). The mixture was heated at 45° C. for 4 hours, cooled to room temperature, and stirred with ethyl acetate and saturated sodium bicarbonate solutio... Reactants: C1(CCCCC1)N=C=NC1CCCCC1 (dicyclohexylcarbodiimide), OC1=CC=CC=2NN=NC21 (hydroxybenzotriazole), OC(CN)C1OC(OC1)(C)C (2-hydroxy-2-(2,2-dimethyl-1,3-dioxolan-4-yl)-ethylamine), FC1=C(C(=CC(=C1)F)F)NS(=O)(=O)C1=CC=C(C(=O)O)C=C1 (4-[N-(2,4,6-trifluorophenyl)sulfamoyl]-benzoic acid). The solvent is CN(C=O)C (dimethylformamide). Conditions: temperature -10 celsius, time 10 hour. The product is OC(CNC(C1=CC=C(C=C1)S(NC1=C(C=C(C=C1F)F)F)(=O)=O)=O)C1OC(OC1)(C)C (4-[N-(2,4,6-trifluorophenyl)sulfamoyl]-benzoic acid-[2-hydroxy-2-(2,2-dimethyl-1,3-dioxolan-4-yl)-ethylamide]). As a reaction SMILES: [F:1][C:2]1[CH:7]=[C:6]([F:8])[CH:5]=[C:4]([F:9])[C:3]=1[NH:10][S:11]([C:14]1[CH:22]=[CH:21][C:17]([C:18](O)=[O:19])=[CH:16][CH:15]=1)(=[O:13])=[O:12].OC1C2N=NNC=2C=CC=1.[OH:33][CH:34]([CH:37]1[CH2:41][O:40][C:39]([CH3:43])([CH3:42])[O:38]1)[CH2:35][NH2:36].C1(N=C=NC2CCCCC2)CCCCC1>CN(C)C=O>[OH:33][CH:34]([CH:37]1[CH2:41][O:40][C:39]([CH3:43])([CH3:42])[O:38]1)[CH2:35][NH:36][C:18](=[O:19])[C:17]1[CH:21]=[CH:22][C:14]([S:11](=[O:13])(=[O:12])[NH:10][C:3]2[C:4]([F:9])=[CH:5][C:6]([F:8])=[CH:7][C:2]=2[F:1])=[CH:15][CH:16]=1. Procedure details: 4.97 g (15 mmol) of 4-[N-(2,4,6-trifluorophenyl)sulfamoyl]-benzoic acid is dissolved in 50 ml of dry dimethylformamide under argon atmosphere, 2.03 g (15 mmol) of hydroxybenzotriazole and 2.42 g (15 mmol) of 2-hydroxy-2-(2,2-dimethyl-1,3-dioxolan-4-yl)-ethylamine are added and the solution is cooled to -10° C. At this temperature, 3.09 g (15 mmol) of dicyclohexylcarbodiimide is added to the solution. Then it is stirred for 1 hour at -10° C. and 10 hours at room temperature. The turbid reaction s...